This data is from the Open Reaction Database (ORD), a public repository of structured organic reaction records. The task is: describe an organic reaction: reactants, conditions, products, and yield Product: OCc1ccc(-c2ccc(-c3sccc3CO)s2)s1. The reactants are [BH4-], O=Cc1ccc(-c2ccc(-c3sccc3CO)s2)s1, [Na+], C1CCOC1. As a reaction SMILES: [BH4-:20].[CH:1](=[O:2])[c:3]1[cH:4][cH:5][c:6](-[c:8]2[s:9][c:10](-[c:13]3[s:14][cH:15][cH:16][c:17]3[CH2:18][OH:19])[cH:11][cH:12]2)[s:7]1.[Na+:21].[O:22]1[CH2:23][CH2:24][CH2:25][CH2:26]1>>[CH2:1]([OH:2])[c:3]1[cH:4][cH:5][c:6](-[c:8]2[s:9][c:10](-[c:13]3[s:14][cH:15][cH:16][c:17]3[CH2:18][OH:19])[cH:11][cH:12]2)[s:7]1. The reactants are ClC(C(C)(O)C)(Cl)Cl (1,1,1-trichloro-2-methyl-2-propanol), ClC(C(=O)OC)(C)C (methyl 2-chloro-2-methylpropanoate). Solvent: CO (methanol). Conditions: temperature 60 celsius. The product is C(C(=C)C)(=O)OC (methyl methacrylate), C(C(=C)C)(=O)O (methacrylic acid), C(C(=C)C)(=O)OC(C(Cl)(Cl)Cl)(C)C ((1,1,1-trichloro-2-methyl-2-propyl) methacrylate), ClC(C(=O)OC(C(Cl)(Cl)Cl)(C)C)(C)C ((1,1,1-trichloro-2-methyl-2-propyl) 2-chloro-2-methylpropanoate). As a reaction SMILES: [Cl:1][C:2]([Cl:8])([Cl:7])[C:3]([CH3:6])([OH:5])[CH3:4].[Cl:9][C:10]([CH3:16])([CH3:15])[C:11]([O:13][CH3:14])=[O:12]>CO>[C:11]([O:13][CH3:14])(=[O:12])[C:10]([CH3:16])=[CH2:15].[C:11]([OH:13])(=[O:12])[C:10]([CH3:16])=[CH2:15].[C:11]([O:5][C:3]([CH3:6])([CH3:4])[C:2]([Cl:8])([Cl:7])[Cl:1])(=[O:12])[C:10]([CH3:16])=[CH2:15].[Cl:9][C:10]([CH3:16])([CH3:15])[C:11]([O:5][C:3]([CH3:6])([CH3:4])[C:2]([Cl:8])([Cl:7])[Cl:1])=[O:12]. Procedure: To 2.83 g of the crude reaction solution obtained was added 0.11 g of methanol, followed by heating at 60° C. for 4 hours. Then, it was found out by gas chromatography analysis that the conversion of the 1,1,1-trichloro-2-methyl-2-propanol was 86.0% and the yield of methyl 2-chloro-2-methylpropanoate was 10.2%. As to other products, it was obtained methyl methacrylate in a 0.2% yield, methacrylic acid in a 8.7% yield, (1,1,1-trichloro-2-methyl-2-propyl) methacrylate in a 13.1% yield, and (1,1,1-... The reactants are CCC(=O)Nc1ccc(N)cc1, [Cl-], Cl, O=N[O-], [Na+], O. Yields the product CCC(=O)Nc1ccc(NN)cc1, Cl. As a reaction SMILES: [C:2]([CH2:3][CH3:4])(=[O:5])[NH:6][c:7]1[cH:8][cH:9][c:10]([NH2:13])[cH:11][cH:12]1.[Cl-:18].[ClH:1].[N:14]([O-:15])=[O:16].[Na+:17].[OH2:19]>>[C:2]([CH2:3][CH3:4])(=[O:5])[NH:6][c:7]1[cH:8][cH:9][c:10]([NH:13][NH2:14])[cH:11][cH:12]1.[ClH:1]. Reactants: IC1=NN(C2=NC=NC(=C21)N)C2CN(CCC2)C (racemic 3-iodo-1-(1-methyl-3-piperidyl)-1H-pyrazolo[3,4-d]pyrimidin-4-amine), O(C1=CC=CC=C1)C1=CC=C(C=C1)B(O)O (4-phenoxyphenylboronic acid), C([O-])([O-])=O.[Na+].[Na+] (sodium carbonate). The reagents and catalysts are [Pd].C1(=CC=CC=C1)P(C1=CC=CC=C1)C1=CC=CC=C1.C1(=CC=CC=C1)P(C1=CC=CC=C1)C1=CC=CC=C1.C1(=CC=CC=C1)P(C1=CC=CC=C1)C1=CC=CC=C1.C1(=CC=CC=C1)P(C1=CC=CC=C1)C1=CC=CC=C1 (tetrakis(triphenylphosphine) palladium (0)). Solvent: C(OC)COC (dimethoxyethane), O (water). Run at time 5 minute. Product: C(C)(=O)O.CN1CC(CCC1)N1N=C(C=2C1=NC=NC2N)C2=CC=C(C=C2)OC2=CC=CC=C2 (1-(1-methyl-3-piperidyl)-3-(4-phenoxyphenyl)-1H-pyrazolo[3,4-d]pyrimidin-4-amine acetate). Isolated yield 120.0%. As a reaction SMILES: I[C:2]1[C:10]2[C:5](=[N:6][CH:7]=[N:8][C:9]=2[NH2:11])[N:4]([CH:12]2[CH2:17][CH2:16][CH2:15][N:14]([CH3:18])[CH2:13]2)[N:3]=1.[O:19]([C:26]1[CH:31]=[CH:30][C:29](B(O)O)=[CH:28][CH:27]=1)[C:20]1[CH:25]=[CH:24][CH:23]=[CH:22][CH:21]=1.C(=O)([O-])[O-:36].[Na+].[Na+]>C(COC)OC.O.[Pd].C1(P(C2C=CC=CC=2)C2C=CC=CC=2)C=CC=CC=1.C1(P(C2C=CC=CC=2)C2C=CC=CC=2)C=CC=CC=1.C1(P(C2C=CC=CC=2)C2C=CC=CC=2)C=CC=CC=1.C1(P(C2C=CC=CC=2)C2C=CC=CC=2)C=CC=CC=1>[C:26]([OH:36])(=[O:19])[CH3:31].[CH3:18][N:14]1[CH2:15][CH2:16][CH2:17][CH:12]([N:4]2[C:5]3=[N:6][CH:7]=[N:8][C:9]([NH2:11])=[C:10]3[C:2]([C:29]3[CH:30]=[CH:31][C:26]([O:19][C:20]4[CH:25]=[CH:24][CH:23]=[CH:22][CH:21]=4)=[CH:27][CH:28]=3)=[N:3]2)[CH2:13]1 |f:2.3.4,7.8.9.10.11,12.13|. Procedure: A solution of racemic 3-iodo-1-(1-methyl-3-piperidyl)-1H-pyrazolo[3,4-d]pyrimidin-4-amine (0.050 g, 0.00014 mol) in dimethoxyethane (2.5 mL) and water (5 mL) was treated with 4-phenoxyphenylboronic acid (0.033 g, 0.00015 mol), sodium carbonate (0.037 g, 0.00037 mol) and tetrakis(triphenylphosphine) palladium (0) (0.016 g, 0.000014 mol) at 80° C. for 18 hours. The organic solvent was removed in vacuo, and the crude material was purified by preparative RP-HPLC (Rainin C18, 8 μm, 300 A, 25 cm; 30% ...